Dataset: the Open Reaction Database (ORD), a public repository of structured organic reaction records. Task: describe an organic reaction: reactants, conditions, products, and yield The reactants are [OH-].[Na+] (sodium hydroxide), stannous chloride, [N+](=O)([O-])C1=C(C=CC(=O)O)C=C(C=C1)N1CCN(CC1)C(C1=CC(=C(C=C1)OC)OC)=O (2-Nitro-5-[4-(3,4-dimethoxybenzoyl)-1-piperazinyl]cinnamic acid). The solvent is Cl (hydrochloric acid), Cl (hydrochloric acid), CO (methanol). Run at time 2 hour. The product is NC1=C(C=CC(=O)O)C=C(C=C1)N1CCN(CC1)C(C1=CC(=C(C=C1)OC)OC)=O (2-amino-5-[4-(3,4-dimethoxybenzoyl)-1-piperazinyl]cinnamic acid). Yield: 56.3%. RXN SMILES: [N+:1]([C:4]1[CH:14]=[CH:13][C:12]([N:15]2[CH2:20][CH2:19][N:18]([C:21](=[O:32])[C:22]3[CH:27]=[CH:26][C:25]([O:28][CH3:29])=[C:24]([O:30][CH3:31])[CH:23]=3)[CH2:17][CH2:16]2)=[CH:11][C:5]=1[CH:6]=[CH:7][C:8]([OH:10])=[O:9])([O-])=O.[OH-].[Na+]>Cl.CO>[NH2:1][C:4]1[CH:14]=[CH:13][C:12]([N:15]2[CH2:16][CH2:17][N:18]([C:21](=[O:32])[C:22]3[CH:27]=[CH:26][C:25]([O:28][CH3:29])=[C:24]([O:30][CH3:31])[CH:23]=3)[CH2:19][CH2:20]2)=[CH:11][C:5]=1[CH:6]=[CH:7][C:8]([OH:10])=[O:9] |f:1.2|. Reported procedure: 2-Nitro-5-[4-(3,4-dimethoxybenzoyl)-1-piperazinyl]cinnamic acid (12 g) was dissolved in 60 ml of concentrated hydrochloric acid and to the resulting solution was added dropwise a solution of 20 g of stannous chloride in 40 ml of concentrated hydrochloric acid at room temperature. After stirring for 2 hours crystals which precipitated were collected by filtration. The crystals thus-obtained was dissolved in 240 ml of methanol and the solution was neutralized with 10% aqueous sodium hydroxide solu... Starting materials: C(C)(C)(C)OC(=O)NC(C(=O)O)CC=1C=C(C=C(C1)CP(=O)(OCC)OCC)C1=CC=C(C=C1)Cl ((±)-α-tert.Butyloxycarbonylamino-3-(4'-chloro-5-(diethoxyphosphinyl)methyl-[1.1'-biphenyl]-3 -yl) propanoic acid), O.O.O.O.O.[OH-].C[N+](C)(C)C (tetramethylammonium hydroxide pentahydrate), C(C=CC1=CC=CC=C1)Br (cinnamyl bromide). The solvent is ice water, CN(C=O)C (dimethylformamide). Run at time 0.5 hour. The product is C(C=CC1=CC=CC=C1)OC(C(CC=1C=C(C=C(C1)CP(=O)(OCC)OCC)C1=CC=C(C=C1)Cl)NC(=O)OC(C)(C)C)=O ((±)-α-tert.Butyloxycarbonylamino-3-(4'-chloro-5-(diethoxyphosphinyl)methyl-[1.1'-biphenyl]-3 -yl) propanoic acid cinnamyl ester). As a reaction SMILES: [C:1]([O:5][C:6]([NH:8][CH:9]([CH2:13][C:14]1[CH:15]=[C:16]([C:29]2[CH:34]=[CH:33][C:32]([Cl:35])=[CH:31][CH:30]=2)[CH:17]=[C:18]([CH2:20][P:21]([O:26][CH2:27][CH3:28])([O:23][CH2:24][CH3:25])=[O:22])[CH:19]=1)[C:10]([OH:12])=[O:11])=[O:7])([CH3:4])([CH3:3])[CH3:2].O.O.O.O.O.[OH-].C[N+](C)(C)C.[CH2:47](Br)[CH:48]=[CH:49][C:50]1[CH:55]=[CH:54][CH:53]=[CH:52][CH:51]=1>CN(C)C=O>[CH2:47]([O:11][C:10](=[O:12])[CH:9]([NH:8][C:6]([O:5][C:1]([CH3:3])([CH3:4])[CH3:2])=[O:7])[CH2:13][C:14]1[CH:15]=[C:16]([C:29]2[CH:30]=[CH:31][C:32]([Cl:35])=[CH:33][CH:34]=2)[CH:17]=[C:18]([CH2:20][P:21]([O:26][CH2:27][CH3:28])([O:23][CH2:24][CH3:25])=[O:22])[CH:19]=1)[CH:48]=[CH:49][C:50]1[CH:55]=[CH:54][CH:53]=[CH:52][CH:51]=1 |f:1.2.3.4.5.6.7|. Reported procedure: To a solution of 1.05 g of the product of step b) in 5 ml dimethylformamide are added 362 mg tetramethylammonium hydroxide pentahydrate. The mixture is stirred at room temperature 1 1/2 hours and then treated with 394 mg cinnamyl bromide. The mixture is stirred at room temperature 17 hours. The mixture is diluted with ice/water (about 50 ml) and extracted with diethyl ether. The extracts are washed with 10 ml aqueous 1N KHCO3 solution, dried (Na2SO4) and evaporated to give the heading compound a...